This data is from the Open Reaction Database (ORD), a public repository of structured organic reaction records. The task is: describe an organic reaction: reactants, conditions, products, and yield Starting materials: BrC1CCOC(c2ccccc2)C1, O=C([O-])[O-], ClCCl, [Cs+], [Cs+], [Na+], O=C([O-])O, O=C(CNC(=O)c1cccc(C(F)(F)F)c1)NC1CCNC1, CN(C)C=O. Yields the product O=C(CNC(=O)c1cccc(C(F)(F)F)c1)NC1CCN(C2CCOC(c3ccccc3)C2)C1. As a reaction SMILES: [Br:23][CH:24]1[CH2:25][CH:26]([c:30]2[cH:31][cH:32][cH:33][cH:34][cH:35]2)[O:27][CH2:28][CH2:29]1.[C:36](=[O:37])([O-:38])[O-:39].[Cl:52][CH2:53][Cl:54].[Cs+:40].[Cs+:41].[Na+:46].[O-:42][C:43]([OH:44])=[O:45].[O:1]=[C:2]([CH2:3][NH:4][C:5]([c:6]1[cH:7][c:8]([C:12]([F:13])([F:14])[F:15])[cH:9][cH:10][cH:11]1)=[O:16])[NH:17][CH:18]1[CH2:19][NH:20][CH2:21][CH2:22]1.[O:47]=[CH:48][N:49]([CH3:50])[CH3:51]>>[O:1]=[C:2]([CH2:3][NH:4][C:5]([c:6]1[cH:7][c:8]([C:12]([F:13])([F:14])[F:15])[cH:9][cH:10][cH:11]1)=[O:16])[NH:17][CH:18]1[CH2:19][N:20]([CH:24]2[CH2:25][CH:26]([c:30]3[cH:31][cH:32][cH:33][cH:34][cH:35]3)[O:27][CH2:28][CH2:29]2)[CH2:21][CH2:22]1. Reactants: Cl (hydrochloric acid), FC1=C(C#N)C=C(C(=C1)F)F (2,4,5-trifluorobenzonitrile), BrCC(=O)OCC (ethyl bromoacetate), CS(=O)(=O)O (methanesulfonic acid). The reagents and catalysts are [Zn] (zinc). Run in O1CCCC1 (tetrahydrofuran). Conditions: temperature 5 celsius. Product: FC1=C(C(=O)CC(=O)OCC)C=C(C(=C1)F)F (ethyl 2,4,5-trifluorobenzoylacetate). Isolated yield 80.0%. Reaction SMILES: CS(O)(=O)=[O:3].[F:6][C:7]1[CH:14]=[C:13]([F:15])[C:12]([F:16])=[CH:11][C:8]=1[C:9]#N.Br[CH2:18][C:19]([O:21][CH2:22][CH3:23])=[O:20].Cl>[Zn].O1CCCC1>[F:6][C:7]1[CH:14]=[C:13]([F:15])[C:12]([F:16])=[CH:11][C:8]=1[C:9]([CH2:18][C:19]([O:21][CH2:22][CH3:23])=[O:20])=[O:3]. Reported procedure: To a stirred suspension of 125 mg of zinc dust in 5.0. of tetrahydrofuran was added 11.0 mg of methanesulfonic acid and the mixture was heated at reflux. To the mixture was added 200 mg of 2,4,5-trifluorobenzonitrile, and subsequently 276 mg of ethyl bromoacetate was added dropwise over 1 hour. After the completion of the addition, the mixture was stirred at reflux for further 0.5 hour. The reaction mixture was cooled to 0 to 10° C., 1. of 3N aqueous hydrochloric acid solution was added, and the... The reactants are COC(=O)c1ccc(C(=O)Nc2cscc2NC(=O)OC(C)(C)C)nc1, C1CCOC1, O, O=C(O)CC(O)(CC(=O)O)C(=O)O. Product: CC(C)(C)OC(=O)Nc1cscc1NC(=O)c1ccc(CO)cn1. Reaction SMILES: [C:1]([CH3:2])([CH3:3])([CH3:4])[O:5][C:6](=[O:7])[NH:8][c:9]1[c:10]([NH:14][C:15](=[O:16])[c:17]2[n:18][cH:19][c:20]([C:23](=[O:24])[O:25][CH3:26])[cH:21][cH:22]2)[cH:11][s:12][cH:13]1.[CH2:41]1[O:42][CH2:43][CH2:44][CH2:45]1.[OH2:27].[OH:28][C:29]([CH2:30][C:31]([C:32](=[O:33])[OH:34])([CH2:35][C:36](=[O:37])[OH:38])[OH:39])=[O:40]>>[C:1]([CH3:2])([CH3:3])([CH3:4])[O:5][C:6](=[O:7])[NH:8][c:9]1[c:10]([NH:14][C:15](=[O:16])[c:17]2[n:18][cH:19][c:20]([CH2:23][OH:24])[cH:21][cH:22]2)[cH:11][s:12][cH:13]1. Reactants: Fc1ccc(C(F)F)c(Br)c1, C1CCOC1, CN(C)C=O, CC(C)[Mg+], [Cl-], [Cl-], Cl, [Li+]. Yields the product O=Cc1cc(F)ccc1C(F)F. RXN SMILES: [Br:8][c:9]1[c:10]([CH:16]([F:17])[F:18])[cH:11][cH:12][c:13]([F:15])[cH:14]1.[CH2:25]1[O:26][CH2:27][CH2:28][CH2:29]1.[CH3:19][N:20]([CH:21]=[O:22])[CH3:23].[CH:4]([Mg+:5])([CH3:6])[CH3:7].[Cl-:1].[Cl-:3].[ClH:24].[Li+:2]>>[c:9]1([CH:21]=[O:22])[c:10]([CH:16]([F:17])[F:18])[cH:11][cH:12][c:13]([F:15])[cH:14]1.